The task is: describe an organic reaction: reactants, conditions, products, and yield. This data is from the Open Reaction Database (ORD), a public repository of structured organic reaction records. Starting materials: [Br-], CC(=O)[CH-]C(C)=O, C1CCOC1, CN1CCCC1=O, C[Mg+], CCOC(C)=O, CCOC(=O)c1ccc(C)c(-c2ccc3c(Cl)nncc3c2)c1, [Fe+3]. The product is CCOC(=O)c1ccc(C)c(-c2ccc3c(C)nncc3c2)c1. Reaction SMILES: [Br-:36].[CH-:46]([C:47](=[O:48])[CH3:49])[C:50](=[O:51])[CH3:52].[CH2:24]1[O:25][CH2:26][CH2:27][CH2:28]1.[CH3:29][N:30]1[CH2:31][CH2:32][CH2:33][C:34]1=[O:35].[CH3:37][Mg+:38].[CH3:39][CH2:40][O:41][C:42]([CH3:43])=[O:44].[Cl:1][c:2]1[n:3][n:4][cH:5][c:6]2[cH:7][c:8](-[c:12]3[cH:13][c:14]([C:15](=[O:16])[O:17][CH2:18][CH3:19])[cH:20][cH:21][c:22]3[CH3:23])[cH:9][cH:10][c:11]12.[Fe+3:45]>>[c:2]1([CH3:24])[n:3][n:4][cH:5][c:6]2[cH:7][c:8](-[c:12]3[cH:13][c:14]([C:15](=[O:16])[O:17][CH2:18][CH3:19])[cH:20][cH:21][c:22]3[CH3:23])[cH:9][cH:10][c:11]12. Reactants: ClC=1C(=NC(=CC1)CNC(C(C)(C)C)=O)C(=O)OCC (ethyl 3-chloro-6-(pivalamidomethyl)picolinate), [OH-].[Na+] (NaOH). Run in C1CCOC1.CO.O (THF MeOH H2O). The product is ClC=1C(=NC(=CC1)CNC(C(C)(C)C)=O)C(=O)O (3-chloro-6-(pivalamidomethyl)picolinic acid). Yield: 82.7%. RXN SMILES: [Cl:1][C:2]1[C:3]([C:16]([O:18]CC)=[O:17])=[N:4][C:5]([CH2:8][NH:9][C:10](=[O:15])[C:11]([CH3:14])([CH3:13])[CH3:12])=[CH:6][CH:7]=1.[OH-].[Na+]>C1COCC1.CO.O>[Cl:1][C:2]1[C:3]([C:16]([OH:18])=[O:17])=[N:4][C:5]([CH2:8][NH:9][C:10](=[O:15])[C:11]([CH3:14])([CH3:13])[CH3:12])=[CH:6][CH:7]=1 |f:1.2,3.4.5|. Procedure details: The title compound was prepared following the procedure described in Step 3 of Intermediate-2 using ethyl 3-chloro-6-(pivalamidomethyl)picolinate (1.00 g, 3.35 mmol) in THF:MeOH:H2O (3:2:1; 6 mL) and NaOH (268 mg, 6.71 mmol) to afford 750 mg of the title product. 1H NMR (300 MHz, DMSO-d6): δ 13.85 (br s, 1H), 8.25 (br t, 1H), 7.99 (d, J=8.4 Hz, 1H), 7.29 (d, J=8.1 Hz, 1H), 4.32 (d, J=6.0 Hz, 2H), 1.19 (s, 9H). Starting materials: C1CCOC1, CCOC(C)=O, CCO, [H][H], N#CCc1ccc(CN2C(=O)c3cccc([N+](=O)[O-])c3C2=O)cc1. The product is N#CCc1ccc(CN2C(=O)c3cccc(N)c3C2=O)cc1. Reaction SMILES: [CH2:27]1[O:28][CH2:29][CH2:30][CH2:31]1.[CH3:32][CH2:33][O:34][C:35]([CH3:36])=[O:37].[CH3:38][CH2:39][OH:40].[H:25][H:26].[N+:1]([O-:2])(=[O:3])[c:4]1[c:5]2[c:9]([cH:10][cH:11][cH:12]1)[C:8](=[O:13])[N:7]([CH2:14][c:15]1[cH:16][cH:17][c:18]([CH2:21][C:22]#[N:23])[cH:19][cH:20]1)[C:6]2=[O:24]>>[NH2:1][c:4]1[c:5]2[c:9]([cH:10][cH:11][cH:12]1)[C:8](=[O:13])[N:7]([CH2:14][c:15]1[cH:16][cH:17][c:18]([CH2:21][C:22]#[N:23])[cH:19][cH:20]1)[C:6]2=[O:24].